The task is: describe an organic reaction: reactants, conditions, products, and yield. This data is from the Open Reaction Database (ORD), a public repository of structured organic reaction records. Reactants: CN(C=O)C (dimethylformamide), N1CCNCCC1 (homopiperazine), C([O-])(O)=O.[Na+] (sodium bicarbonate), C(C1=CC=CC=C1)OC(=O)Cl (benzyloxycarbonyl chloride). The solvent is O (water). Product: C(C1=CC=CC=C1)OC(=O)N1CCNCCC1 (N-Benzyloxycarbonylhomopiperazine). The yield is 65.5%. Reaction SMILES: CN(C)C=O.[NH:6]1[CH2:12][CH2:11][CH2:10][NH:9][CH2:8][CH2:7]1.C(=O)(O)[O-].[Na+].[CH2:18]([O:25][C:26](Cl)=[O:27])[C:19]1[CH:24]=[CH:23][CH:22]=[CH:21][CH:20]=1>O>[CH2:18]([O:25][C:26]([N:6]1[CH2:12][CH2:11][CH2:10][NH:9][CH2:8][CH2:7]1)=[O:27])[C:19]1[CH:24]=[CH:23][CH:22]=[CH:21][CH:20]=1 |f:2.3|. Procedure details: To 230 ml of dimethylformamide were added 25 g of homopiperazine and 5.4 g of sodium bicarbonate and then 25 ml of water followed by dropwise addition of 10 g of benzyloxycarbonyl chloride with stirring under ice cooling, and the mixture was stirred at a room temperature overnight. After evaporating off dimethylformamide under a reduced pressure, the reaction mixture was extracted three times with 100 ml of chloroform, and the extract was dried over magnesium sulfate and evaporated to remove the... The reactants are C(#N)C1=C(OC(C(=O)O)CC)C=CC=C1 ((2RS)-2-(2-cyanophenoxy)butyric acid), [Si](C)(C)(C(C)(C)C)O[C@@H]1C=C2C=C[C@@H]([C@@H]([C@H]2[C@H](C1)O)CC[C@@H]1C[C@H](CC(O1)=O)O[Si](C)(C)C(C)(C)C)C ((4R,6R)-6-{(1S,2S,6S,8S,8aR)-2-[1,2,6,7,8,8a-hexahydro-6-t-butyldimethylsilyloxy-8-hydroxy-2-methyl-1-naphthyl]ethyl}tetrahydro-4-t-butyldimethylsilyloxy-2H-pyran-2-one). The product is [Si](C)(C)(C(C)(C)C)O[C@@H]1C=C2C=C[C@@H]([C@@H]([C@H]2[C@H](C1)OC(C(CC)OC1=C(C=CC=C1)C#N)=O)CC[C@@H]1C[C@H](CC(O1)=O)O[Si](C)(C)C(C)(C)C)C ((4R,6R)-6-([1S,2S,6S,8S,8aR]-2-{1,2.6,7,8,8a-Hexahydro-6-t-butyldimethylsilyloxy-8-[(2RS)-2-(2-cyanophenoxy)butyryloxy]-2-methyl-1-naphthyl}ethyl)tetrahydro-4-t-butyldimethylsilyloxy-2H -pyran -2-one). The yield is 80.6%. As a reaction SMILES: [C:1]([C:3]1[CH:15]=[CH:14][CH:13]=[CH:12][C:4]=1[O:5][CH:6]([CH2:10][CH3:11])[C:7]([OH:9])=[O:8])#[N:2].[Si:16]([O:23][C@H:24]1[CH2:33][C@H:32](O)[C@H:31]2[C:26]([CH:27]=[CH:28][C@H:29]([CH3:52])[C@@H:30]2[CH2:35][CH2:36][C@H:37]2[O:42][C:41](=[O:43])[CH2:40][C@H:39]([O:44][Si:45]([C:48]([CH3:51])([CH3:50])[CH3:49])([CH3:47])[CH3:46])[CH2:38]2)=[CH:25]1)([C:19]([CH3:22])([CH3:21])[CH3:20])([CH3:18])[CH3:17]>>[Si:16]([O:23][C@H:24]1[CH2:33][C@H:32]([O:8][C:7](=[O:9])[CH:6]([O:5][C:4]2[CH:12]=[CH:13][CH:14]=[CH:15][C:3]=2[C:1]#[N:2])[CH2:10][CH3:11])[C@H:31]2[C:26]([CH:27]=[CH:28][C@H:29]([CH3:52])[C@@H:30]2[CH2:35][CH2:36][C@H:37]2[O:42][C:41](=[O:43])[CH2:40][C@H:39]([O:44][Si:45]([C:48]([CH3:51])([CH3:50])[CH3:49])([CH3:46])[CH3:47])[CH2:38]2)=[CH:25]1)([C:19]([CH3:20])([CH3:21])[CH3:22])([CH3:18])[CH3:17]. Procedure details: A procedure similar to that described in Example 1, above, was followed, but using 739 mg of (2RS)-2-(2-cyanophenoxy)butyric acid and 1.0 g of (4R,6R)-6-{(1S,2S,6S,8S,8aR)-2-[1,2,6,7,8,8a-hexahydro-6-t-butyldimethylsilyloxy-8-hydroxy-2-methyl-1-naphthyl]ethyl}tetrahydro-4-t-butyldimethylsilyloxy-2H-pyran-2-one [prepared as described in Example B, above], to give 1.08 g of the title compound as a colorless foam.